Dataset: the Open Reaction Database (ORD), a public repository of structured organic reaction records. Task: describe an organic reaction: reactants, conditions, products, and yield The reactants are C1(=CC=CC=C1)S(=O)(=O)Cl (benzensulfonyl chloride), BrC1=C(C(=O)NN)C=CC=C1 (2-bromobenzoic acid hydrazide), ice hydrochloric acid. Solvent: N1=CC=CC=C1 (pyridine). Run at time 4 hour. Yields the product C1(=CC=CC=C1)S(=O)(=O)NNC(C1=C(C=CC=C1)Br)=O (2-bromobenzoic acid 2-phenylsulfonylhydrazide). As a reaction SMILES: [Br:1][C:2]1[CH:11]=[CH:10][CH:9]=[CH:8][C:3]=1[C:4]([NH:6][NH2:7])=[O:5].[C:12]1([S:18](Cl)(=[O:20])=[O:19])[CH:17]=[CH:16][CH:15]=[CH:14][CH:13]=1>N1C=CC=CC=1>[C:12]1([S:18]([NH:7][NH:6][C:4](=[O:5])[C:3]2[CH:8]=[CH:9][CH:10]=[CH:11][C:2]=2[Br:1])(=[O:20])=[O:19])[CH:17]=[CH:16][CH:15]=[CH:14][CH:13]=1. Procedure: To a solution of 2-bromobenzoic acid hydrazide (132 g) in pyridine (1.2 L) cooled to about 10 C with an ice bath, was added benzensulfonyl chloride (78.3 ml). After complete addition, the reaction was stirred at ambient temperature for four hours, and then poured into ice-hydrochloric acid to precipitate a yellow solid, 135 g. The material was recrystallized from isopropanol to yield 125 g of 2-bromobenzoic acid 2-phenylsulfonylhydrazide, m.p.=154°-156° C. Reactants: B(OC)(OC)OC (trimethyl borate), [Mg] (Magnesium), II (iodine), BrC1=C(C=CC(=C1)C)C (bromo-p-xylene), ice, S(O)(O)(=O)=O (sulfuric acid). Reagents/catalysts: BrC1=C(C=CC(=C1)C)C (bromo-p-xylene). The solvent is C1CCOC1 (THF), C1CCOC1 (THF). Product: CC1=C(C=C(C=C1)C)B(O)O (2,5-Dimethylbenzeneboronic Acid). The yield is 63.6%. RXN SMILES: [Mg].II.Br[C:5]1[CH:10]=[C:9]([CH3:11])[CH:8]=[CH:7][C:6]=1[CH3:12].[B:13](OC)([O:16]C)[O:14]C.S(=O)(=O)(O)O>BrC1C=C(C)C=CC=1C.C1COCC1>[CH3:12][C:6]1[CH:7]=[CH:8][C:9]([CH3:11])=[CH:10][C:5]=1[B:13]([OH:16])[OH:14]. Procedure details: Magnesium turnings (13.3 g; 0.55 mol) are introduced into a baked-out, argon-blanketed apparatus, covered with about 30 ml of THF and a few crystals of iodine are added. Without stirring, a few drops of bromo-p-xylene (cf. Example A1 a)) were subsequently added to the solution. The Grignard reaction began very quickly and the remaining bromo-p-xylene (total amount: 92.5 g; about 70 ml; 0.5 mol) was subsequently added dropwise while stirring. The mixture was refluxed for 4 hours and then cooled. ... The reactants are CN1CCCC1c1cncc(C#CCCCCCCN)c1, CO. Yields the product CN1CCCC1c1cncc(CCCCCCCCN)c1. RXN SMILES: [CH3:1][N:2]1[CH:3]([c:7]2[cH:8][c:9]([C:13]#[C:14][CH2:15][CH2:16][CH2:17][CH2:18][CH2:19][CH2:20][NH2:21])[cH:10][n:11][cH:12]2)[CH2:4][CH2:5][CH2:6]1.[CH3:22][OH:23]>>[CH3:1][N:2]1[CH:3]([c:7]2[cH:8][c:9]([CH2:13][CH2:14][CH2:15][CH2:16][CH2:17][CH2:18][CH2:19][CH2:20][NH2:21])[cH:10][n:11][cH:12]2)[CH2:4][CH2:5][CH2:6]1. Starting materials: N#COC(=O)CCCC(=O)OC#N, CCOC(=O)C(C#N)CC(C#N)C(=O)OCC, CO, O. Product: C=C(C#N)C(=O)OCC. RXN SMILES: [C:20]([O:21][C:22](=[O:23])[CH2:24][CH2:25][CH2:26][C:27]([O:28][C:29]#[N:30])=[O:31])#[N:32].[CH2:1]([CH3:2])[O:3][C:4]([CH:5]([CH2:6][CH:7]([C:8]#[N:9])[C:10]([O:11][CH2:12][CH3:13])=[O:14])[C:15]#[N:16])=[O:17].[CH3:18][OH:19].[OH2:33]>>[CH2:1]([CH3:2])[O:3][C:4]([C:5](=[CH2:6])[C:15]#[N:16])=[O:17]. The reactants are CNS(=O)(=O)Cc1cc(Br)c2[nH]cc(CC3CCCN3C)c2c1, [H][H]. Product: CNS(=O)(=O)Cc1ccc2[nH]cc(CC3CCCN3C)c2c1. RXN SMILES: [Br:1][c:2]1[cH:3][c:4]([CH2:18][S:19](=[O:20])(=[O:21])[NH:22][CH3:23])[cH:5][c:6]2[c:7]([CH2:11][CH:12]3[N:13]([CH3:17])[CH2:14][CH2:15][CH2:16]3)[cH:8][nH:9][c:10]12.[H:24][H:25]>>[cH:2]1[cH:3][c:4]([CH2:18][S:19](=[O:20])(=[O:21])[NH:22][CH3:23])[cH:5][c:6]2[c:7]([CH2:11][CH:12]3[N:13]([CH3:17])[CH2:14][CH2:15][CH2:16]3)[cH:8][nH:9][c:10]12. Reactants: [Br-], C[Mg+], Cn1nnc(N(Cc2cc(C(F)(F)F)cc(C(F)(F)F)c2)Cc2cc(C(F)(F)F)ccc2C(=O)C2CCCCC2)n1, C1CCOC1. Product: Cn1nnc(N(Cc2cc(C(F)(F)F)cc(C(F)(F)F)c2)Cc2cc(C(F)(F)F)ccc2C(C)(O)C2CCCCC2)n1. As a reaction SMILES: [Br-:42].[CH3:43][Mg+:44].[F:1][C:2]([c:3]1[cH:4][c:5]([CH2:6][N:7]([c:8]2[n:9][n:10][n:11]([CH3:13])[n:12]2)[CH2:14][c:15]2[c:16]([C:25](=[O:26])[CH:27]3[CH2:28][CH2:29][CH2:30][CH2:31][CH2:32]3)[cH:17][cH:18][c:19]([C:21]([F:22])([F:23])[F:24])[cH:20]2)[cH:33][c:34]([C:36]([F:37])([F:38])[F:39])[cH:35]1)([F:40])[F:41].[O:45]1[CH2:46][CH2:47][CH2:48][CH2:49]1>>[F:1][C:2]([c:3]1[cH:4][c:5]([CH2:6][N:7]([c:8]2[n:9][n:10][n:11]([CH3:13])[n:12]2)[CH2:14][c:15]2[c:16]([C:25]([OH:26])([CH:27]3[CH2:28][CH2:29][CH2:30][CH2:31][CH2:32]3)[CH3:43])[cH:17][cH:18][c:19]([C:21]([F:22])([F:23])[F:24])[cH:20]2)[cH:33][c:34]([C:36]([F:37])([F:38])[F:39])[cH:35]1)([F:40])[F:41]. The reactants are C(C1=CC=CC=C1)OC1=C(C(=O)OC)C=C(C=C1)C(C(O)OCC)=O (methyl 2-benzyloxy-5-(2-ethoxy-2-hydroxy-acetyl)-benzoate), CC(CCN1C=NN=C1)(C)N (1,1-dimethyl-3-[1,2,4]triazol-4-yl-propylamine). The solvent is C(C)O (ethanol). Yields the product C(C1=CC=CC=C1)OC1=C(C(=O)OC)C=C(C=C1)C(C=NC(CCN1C=NN=C1)(C)C)=O (methyl 2-benzyloxy-5-[2-(1,1-dimethyl-3-[1,2,4]triazol-4-yl-propylimino)-acetyl]-benzoate). RXN SMILES: [CH2:1]([O:8][C:9]1[CH:18]=[CH:17][C:16]([C:19](=[O:25])[CH:20](OCC)O)=[CH:15][C:10]=1[C:11]([O:13][CH3:14])=[O:12])[C:2]1[CH:7]=[CH:6][CH:5]=[CH:4][CH:3]=1.[CH3:26][C:27]([NH2:36])([CH3:35])[CH2:28][CH2:29][N:30]1[CH:34]=[N:33][N:32]=[CH:31]1>C(O)C>[CH2:1]([O:8][C:9]1[CH:18]=[CH:17][C:16]([C:19](=[O:25])[CH:20]=[N:36][C:27]([CH3:35])([CH3:26])[CH2:28][CH2:29][N:30]2[CH:31]=[N:32][N:33]=[CH:34]2)=[CH:15][C:10]=1[C:11]([O:13][CH3:14])=[O:12])[C:2]1[CH:3]=[CH:4][CH:5]=[CH:6][CH:7]=1. Reported procedure: 16 g of methyl 2-benzyloxy-5-(2-ethoxy-2-hydroxy-acetyl)-benzoate and 6 g of 1,1-dimethyl-3-[1,2,4]triazol-4-yl-propylamine are heated to 70° C. for one hour in 100 mL ethanol. Then half the solvent is distilled off and the mixture remaining is cooled. The product that crystallises out is suction filtered and washed with ethanol and diethyl ether.